Dataset: the Open Reaction Database (ORD), a public repository of structured organic reaction records. Task: describe an organic reaction: reactants, conditions, products, and yield Reactants: cuprous oxide, N(=O)[O-].[Na+] (sodium nitrite), N(=O)[O-].[Na+] (Sodium nitrite), NC1=C(C=C(C#N)C=C1)Cl (4-amino-3-chloro-benzonitrile). Solvent: O (water), O (water), Cl (hydrochloric acid). Reaction conditions: temperature 0 celsius, time 1 hour. The product is ClC=1C=C(C#N)C=CC1[N+](=O)[O-] (3-chloro-4-nitro-benzonitrile). The yield is 90.0%. Reaction SMILES: [N:1]([O-:3])=[O:2].[Na+].N[C:6]1[CH:13]=[CH:12][C:9]([C:10]#[N:11])=[CH:8][C:7]=1[Cl:14]>O.Cl>[Cl:14][C:7]1[CH:8]=[C:9]([CH:12]=[CH:13][C:6]=1[N+:1]([O-:3])=[O:2])[C:10]#[N:11] |f:0.1|. Procedure: Sodium nitrite (6.78 g in water (40 mL) at 0° C.) was slowly added to a solution of 4-amino-3-chloro-benzonitrile (10.5 g) in water (30 mL) and concentrated hydrochloric acid (30 mL) also at 0° C. After 10 minutes the solution was poured onto a suspension of cuprous oxide (3.48 g) and sodium nitrite (31.69 g) in water (100 mL) at 0° C. The ensuing mixture was stirred at 0° C. for 1 hour then at 23° C. for 1 hour. The resulting mixture was extracted with dichloromethane and the organic layer wash...